This data is from the Open Reaction Database (ORD), a public repository of structured organic reaction records. The task is: describe an organic reaction: reactants, conditions, products, and yield The reactants are B, COc1cc2nccc(Oc3ccc(NC(=O)COc4c(C)cccc4C)c(C)c3C)c2cc1OC, Cl, [Na+], C1CCOC1, C1CCOC1, [OH-]. Product: COc1cc2nccc(Oc3ccc(NCCOc4c(C)cccc4C)c(C)c3C)c2cc1OC. RXN SMILES: [BH3:42].[CH3:1][O:2][c:3]1[cH:4][c:5]2[c:6]([O:15][c:16]3[c:17]([CH3:36])[c:18]([CH3:35])[c:19]([NH:22][C:23]([CH2:24][O:25][c:26]4[c:27]([CH3:33])[cH:28][cH:29][cH:30][c:31]4[CH3:32])=[O:34])[cH:20][cH:21]3)[cH:7][cH:8][n:9][c:10]2[cH:11][c:12]1[O:13][CH3:14].[ClH:43].[Na+:45].[O:37]1[CH2:38][CH2:39][CH2:40][CH2:41]1.[O:46]1[CH2:47][CH2:48][CH2:49][CH2:50]1.[OH-:44]>>[CH3:1][O:2][c:3]1[cH:4][c:5]2[c:6]([O:15][c:16]3[c:17]([CH3:36])[c:18]([CH3:35])[c:19]([NH:22][CH2:23][CH2:24][O:25][c:26]4[c:27]([CH3:33])[cH:28][cH:29][cH:30][c:31]4[CH3:32])[cH:20][cH:21]3)[cH:7][cH:8][n:9][c:10]2[cH:11][c:12]1[O:13][CH3:14]. The reactants are O1C(OCCC1)C=1C=CC(=NC1)C1=CC2=NC=CC(=C2S1)OC1=C(C=C(C=C1)[N+](=O)[O-])F (2-(5-(1,3-Dioxan-2-yl)pyridin-2-yl)-7-(2-fluoro-4-nitrophenoxy)thieno[3,2-b]pyridine), O1C(OCC1)C=1C=CC(=NC1)C1=CC2=NC=CC(=C2S1)Cl (2-(5-(1,3-Dioxolan-2-yl)pyridin-2-yl)-7-chlorothieno[3,2-b]pyridine). Yields the product O1C(OCC1)C=1C=CC(=NC1)C1=CC2=NC=CC(=C2S1)OC1=C(C=C(C=C1)[N+](=O)[O-])F (2-(5-(1,3-Dioxolan-2-yl)pyridin-2-yl)-7-(2-fluoro-4-nitrophenoxy)thieno[3,2-b]pyridine). Isolated yield 72.0%. As a reaction SMILES: [O:1]1[CH2:6]C[CH2:4][O:3][CH:2]1[C:7]1[CH:8]=[CH:9][C:10]([C:13]2[S:21][C:20]3[C:15](=[N:16][CH:17]=[CH:18][C:19]=3[O:22][C:23]3[CH:28]=[CH:27][C:26]([N+:29]([O-:31])=[O:30])=[CH:25][C:24]=3[F:32])[CH:14]=2)=[N:11][CH:12]=1.O1CCOC1C1C=CC(C2SC3C(=NC=CC=3Cl)C=2)=NC=1>>[O:1]1[CH2:6][CH2:4][O:3][CH:2]1[C:7]1[CH:8]=[CH:9][C:10]([C:13]2[S:21][C:20]3[C:15](=[N:16][CH:17]=[CH:18][C:19]=3[O:22][C:23]3[CH:28]=[CH:27][C:26]([N+:29]([O-:31])=[O:30])=[CH:25][C:24]=3[F:32])[CH:14]=2)=[N:11][CH:12]=1. Procedure details: Following the procedure described above for the synthesis of compound 30 (Scheme 8) but substituting compound 29 for compound 36, title compound 37 was obtained in 72% yield. 1H NMR (400 MHz, DMSO-d6) δ (ppm): 8.68 (d, J=1.8 Hz, 1H), 8.64 (d, J=5.5 Hz, 1H), 8.49 (dd, J=10.4, 2.5 Hz, 1H), 8.47 (s, 1H), 8.35 (d, J=8.4 Hz, 1H), 8.23-8.21 (m, 1H), 8.00 (dd, J=8.2, 2.0 Hz, 1H), 7.73 (t, J=8.5 Hz, 1H), 6.99 (d, J=5.5 Hz, 1H), 5.89 (s, 1H), 4.12-4.06 (m, 2H), 4.04-3.98 (m, 2H). MS (m/z): 440.1 (M+H). Yield: 89.0%. Reaction conditions: time 20 hour. Reaction SMILES: [CH2:1]([O:8][N:9]1[C:18]2[C:13](=[CH:14][C:15]([C:21]([F:24])([F:23])[F:22])=[C:16]([C:19]#[N:20])[CH:17]=2)[NH:12][C:11](=O)[C:10]1=[O:26])[C:2]1[CH:7]=[CH:6][CH:5]=[CH:4][CH:3]=1.C(Cl)([Cl:29])=O.C1(C)C=CC=CC=1.O>CN(C)C=O>[CH2:1]([O:8][N:9]1[C:18]2[C:13](=[CH:14][C:15]([C:21]([F:24])([F:23])[F:22])=[C:16]([C:19]#[N:20])[CH:17]=2)[N:12]=[C:11]([Cl:29])[C:10]1=[O:26])[C:2]1[CH:7]=[CH:6][CH:5]=[CH:4][CH:3]=1. Procedure: To a solution of 7.0 g (~19.4 mmol) of 1-benzyloxy-7-cyano-6-trifluoromethylquinoxaline-2,3(1H,4H)-dione in 250 ml of dry N,N-dimethylformamide was added at 0° C. 38.5 ml of 1.93M phosgene in toluene (~74.3 mmol). Stirring was continued at 24° C. for 20 h. The evaporated reaction mixture was stirred with water to give the title compound (6.6 g; 89%). The product is C(C1=CC=CC=C1)ON1C(C(=NC2=CC(=C(C=C12)C#N)C(F)(F)F)Cl)=O (1-Benzyloxy-3-chloro-7-cyano-6-trifluoromethylquinoxalin-2(1H)-one). The solvent is CN(C=O)C (N,N-dimethylformamide). Starting materials: O (water), C(C1=CC=CC=C1)ON1C(C(NC2=CC(=C(C=C12)C#N)C(F)(F)F)=O)=O (1-benzyloxy-7-cyano-6-trifluoromethylquinoxaline-2,3(1H,4H)-dione), C1(=CC=CC=C1)C (toluene), C(=O)(Cl)Cl (phosgene). Starting materials: COC=1C=C2CCC(C(C2=CC1OC)C1=C(N=C(O1)CCC)COC1OCCCC1)[N+](=O)[O-] (5-(1,2,3,4-tetrahydro-6,7-dimethoxy-2-nitro-1-naphthyl)-2-propyl-4-(((2-tetrahydropyranyl)oxy)methyl)oxazole), Cl (HCl), C(=O)(O)[O-].[Na+] (NaHCO3). Reagents/catalysts: [Zn] (zinc). Solvent: C(C)O (ethanol). Reaction conditions: time 30 minute. The product is N[C@H]1[C@@H](C2=CC(=C(C=C2CC1)OC)OC)C1=C(N=C(O1)CCC)CO (trans-5-(2-Amino-1,2,3,4-tetrahydro-6,7-dimethoxy-1-naphthyl)-2-propyl -4-oxazolemethanol). The yield is 85.0%. RXN SMILES: [CH3:1][O:2][C:3]1[CH:4]=[C:5]2[C:10](=[CH:11][C:12]=1[O:13][CH3:14])[CH:9]([C:15]1[O:19][C:18]([CH2:20][CH2:21][CH3:22])=[N:17][C:16]=1[CH2:23][O:24]C1CCCCO1)[CH:8]([N+:31]([O-])=O)[CH2:7][CH2:6]2.Cl.C([O-])(O)=O.[Na+]>C(O)C.[Zn]>[NH2:31][C@@H:8]1[CH2:7][CH2:6][C:5]2[C:10](=[CH:11][C:12]([O:13][CH3:14])=[C:3]([O:2][CH3:1])[CH:4]=2)[C@H:9]1[C:15]1[O:19][C:18]([CH2:20][CH2:21][CH3:22])=[N:17][C:16]=1[CH2:23][OH:24] |f:2.3|. Procedure details: To a solution of the compound from step 29d (1.16 g, 2.52 mmol) in 40 mL of ethanol was added 10 mL of 6 N HCl. The mixture was stirred for 30 min at room temperature, and zinc dust was added in portions until the yellow solution turned colorless. Satd. NaHCO3 solution was added until the mixture was at pH 8-9. The solid was removed by filtration and washed with methylene chloride. The flitrate and washings were combined, dried over MgSO4, concentrated, and purified by chromatography on silica g...